This data is from the Open Reaction Database (ORD), a public repository of structured organic reaction records. The task is: describe an organic reaction: reactants, conditions, products, and yield Reactants: ClC1=CC(=NC(=N1)C1=CC=C(C=C1)Cl)NCCNC(C)=O (N-(2-{[6-Chloro-2-(4-chlorophenyl)pyrimidin-4-yl]amino} ethyl)acetamide), N1CCNCC1 (piperazine), C(O)([O-])=O.[Na+] (sodium hydrogencarbonate). The solvent is CS(=O)C (DMSO). Run at temperature 110 celsius. Product: ClC1=CC=C(C=C1)C1=NC(=CC(=N1)NCCNC(C)=O)N1CCNCC1 (N-(2-{[2-(4-Chlorophenyl)-6-piperazin-1-ylpyrimidin-4-yl]amino}ethyl)acetamide). Yield: 102.4%. As a reaction SMILES: Cl[C:2]1[N:7]=[C:6]([C:8]2[CH:13]=[CH:12][C:11]([Cl:14])=[CH:10][CH:9]=2)[N:5]=[C:4]([NH:15][CH2:16][CH2:17][NH:18][C:19](=[O:21])[CH3:20])[CH:3]=1.[NH:22]1[CH2:27][CH2:26][NH:25][CH2:24][CH2:23]1.C(=O)([O-])O.[Na+]>CS(C)=O>[Cl:14][C:11]1[CH:12]=[CH:13][C:8]([C:6]2[N:5]=[C:4]([NH:15][CH2:16][CH2:17][NH:18][C:19](=[O:21])[CH3:20])[CH:3]=[C:2]([N:22]3[CH2:27][CH2:26][NH:25][CH2:24][CH2:23]3)[N:7]=2)=[CH:9][CH:10]=1 |f:2.3|. Procedure: N-(2-{[6-Chloro-2-(4-chlorophenyl)pyrimidin-4-yl]amino} ethyl)acetamide (1.00 g) and piperazine (2.66 g) were dissolved in DMSO (40 ml) and sodium hydrogencarbonate added (1.29 g). The mixture was heated to 110° C. for 6 hrs. The solvent was removed in vacuo and the residue partitioned between ethyl acetate (100 ml) and water (100 ml). The aqueous phase was washed further with ethyl acetate (2×100 ml) and the combined organics subsequently washed with saturated brine solution (50 ml), dried over... Starting materials: ClC=1C2=C(N=CN1)N=C(C=C2)Cl (4,7-Dichloro-pyrido[2,3-d]pyrimidine), NC1=CC=CC=C1 (aniline). The solvent is C1CCOC1 (THF), CC(C)O (2-propanol). Conditions: time 2 day. The product is ClC=1C=CC2=C(N=CN=C2NC2=CC=CC=C2)N1 ((7-Chloro-pyrido[2,3-d]pyrimidin-4-yl)-phenyl-amine). RXN SMILES: Cl[C:2]1[C:3]2[CH:11]=[CH:10][C:9]([Cl:12])=[N:8][C:4]=2[N:5]=[CH:6][N:7]=1.[NH2:13][C:14]1[CH:19]=[CH:18][CH:17]=[CH:16][CH:15]=1>C1COCC1.CC(O)C>[Cl:12][C:9]1[CH:10]=[CH:11][C:3]2[C:2]([NH:13][C:14]3[CH:19]=[CH:18][CH:17]=[CH:16][CH:15]=3)=[N:7][CH:6]=[N:5][C:4]=2[N:8]=1. Procedure: A solution of Example 140D (0.5 g, 2.5 mmol), and aniline (0.23 mL, 2.5 mmol) in THF (25 mL) and 2-propanol (2.5 mL) was stirred at 0° C. for 1 h then at room temperature for 2 days. The THF was evaporated off and the residue was taken into ethyl acetate (75 ml), washed with water (50 ml) and brine (50 ml). The ethyl acetate was evaporated off and the residue was purified by flash column chromatography on silica gel, eluting with 1:1 ethyl acetate/hexane. Recovered 0.15 g of product (23%). MS (E... Reactants: [OH-].[Na+] (sodium hydroxide), C1(CCCCC1)=O (cyclohexanone), C(CCO)O (1,3-propanediol), C(OCC)(OCC)OCC (triethyl orthoformate). Reagents/catalysts: [Cl-].[Zr+4].[Cl-].[Cl-].[Cl-] (zirconium chloride). Run in ClCCl (dichloromethane). The product is C1CCOC2(CCCCC2)O1 (cyclohexanone trimethylene ketal). Isolated yield 55.3%. As a reaction SMILES: [C:1]1(=[O:7])[CH2:6][CH2:5][CH2:4][CH2:3][CH2:2]1.[CH2:8](O)[CH2:9][CH2:10][OH:11].C(OCC)(OCC)OCC.[OH-].[Na+]>ClCCl.[Cl-].[Zr+4].[Cl-].[Cl-].[Cl-]>[CH2:10]1[O:11][C:1]2([CH2:6][CH2:5][CH2:4][CH2:3][CH2:2]2)[O:7][CH2:8][CH2:9]1 |f:3.4,6.7.8.9.10|. Reported procedure: To a solution of cyclohexanone (32 ml, 0.31 mol) in dry dichloromethane (950 ml) were added successively 1,3-propanediol (33.5 ml, 0.46 mol), triethyl orthoformate (51.5 ml, 0.31 mol) and zirconium chloride (1.44 g, 6.18 mmol) with stirring, and the resulting mixture was stirred at room temperature under a nitrogen atmosphere for 1 hour. After stirring, ice-chilled 1N aqueous sodium hydroxide solution (1.5 l) was added to the reaction mixture with stirring, and the resulting mixture was extracte... Starting materials: ClC=1C=C(CN2C(=NC3=C2C=C(C(=C3)F)F)C=3C(=NC=CC3)OCC3=C(C=CC=C3)Cl)C=CC1 (1-(3-Chloro-benzyl)-2-[2-(2-chloro-benzyloxy)-pyridin-3-yl]-5,6-difluoro-1H-benzoimidazole), C1(CC1)CO (cyclopropyl-methanol), powder. Yields the product ClC=1C=C(CN2C(=NC3=C2C=C(C(=C3)F)F)C=3C(=NC=CC3)OCC3CC3)C=CC1 (1-(3-Chloro-benzyl)-2-(2-cyclopropylmethoxy-pyridin-3-yl)-5,6-difluoro-1H-benzoimidazole). RXN SMILES: [Cl:1][C:2]1[CH:3]=[C:4]([CH:32]=[CH:33][CH:34]=1)[CH2:5][N:6]1[C:10]2[CH:11]=[C:12]([F:16])[C:13]([F:15])=[CH:14][C:9]=2[N:8]=[C:7]1[C:17]1[C:18]([O:23][CH2:24][C:25]2C=CC=[CH:27][C:26]=2Cl)=[N:19][CH:20]=[CH:21][CH:22]=1.C1(CO)CC1>>[Cl:1][C:2]1[CH:3]=[C:4]([CH:32]=[CH:33][CH:34]=1)[CH2:5][N:6]1[C:10]2[CH:11]=[C:12]([F:16])[C:13]([F:15])=[CH:14][C:9]=2[N:8]=[C:7]1[C:17]1[C:18]([O:23][CH2:24][CH:25]2[CH2:26][CH2:27]2)=[N:19][CH:20]=[CH:21][CH:22]=1. Reported procedure: The title compound was prepared in analogy to Example 1, from 1-(3-chloro-benzyl)-2-(2-chloro-pyridin-3-yl)-5,6-difluoro-1H-benzoimidazole (Example 11, intermediate) and cyclopropyl-methanol (CAS Reg. No. 2516-33-8). Colorless powder (20%). MS (Turbo Spray): m/z=426.2 (M+H). The reactants are O=C([O-])[O-], COC(=O)c1cnc(CBr)cn1, Oc1cccc(OC(F)(F)F)c1, [K+], [K+], CN(C)C=O. Product: COC(=O)c1cnc(COc2cccc(OC(F)(F)F)c2)cn1. As a reaction SMILES: [C:25](=[O:26])([O-:27])[O-:28].[CH3:1][O:2][C:3](=[O:4])[c:5]1[n:6][cH:7][c:8]([CH2:11][Br:12])[n:9][cH:10]1.[F:13][C:14]([O:15][c:16]1[cH:17][c:18]([OH:22])[cH:19][cH:20][cH:21]1)([F:23])[F:24].[K+:29].[K+:30].[O:31]=[CH:32][N:33]([CH3:34])[CH3:35]>>[CH3:1][O:2][C:3](=[O:4])[c:5]1[n:6][cH:7][c:8]([CH2:11][O:22][c:18]2[cH:17][c:16]([O:15][C:14]([F:13])([F:23])[F:24])[cH:21][cH:20][cH:19]2)[n:9][cH:10]1. The reactants are C1(CCCCC1)[Mg]Cl (cyclohexylmagnesium chloride), CCCCCC (hexane), C(C)(C)(C)OC(=O)N[C@H]([C@@H](/C=C/C(=O)OC)OS(=O)(=O)C)CC1=CC=CC=C1 (trans-(4R,5S)-Methyl 5-(t-Butyloxycarbonylamino)-4-(methanesulfonyloxy)-6-phenyl-2-hexenoate), C(C)(C)(C)OC(=O)N[C@H]([C@H](/C=C/C(=O)OC)OS(=O)(=O)C)CC1=CC=CC=C1 (trans-(4S,5S)-Methyl 5-(t-Butyloxycarbonylamino)-4-(methanesulfonyloxy)-6-phenyl-2-hexenoate). Run in C(C)(=O)OCC (ethyl acetate). Yields the product C(C)(C)(C)OC(=O)N[C@H](/C=C/[C@@H](C(=O)OC)C1CCCCC1)CC1=CC=CC=C1 (trans-(2S,5S)-Methyl 5-(t-Butyloxycarbonylamino)-2-cyclohexyl-6-phenyl-3-hexenoate). Isolated yield 82.0%. Reaction SMILES: [CH:1]1([Mg]Cl)[CH2:6][CH2:5][CH2:4][CH2:3][CH2:2]1.[C:9]([O:13][C:14]([NH:16][C@@H:17]([CH2:30][C:31]1[CH:36]=[CH:35][CH:34]=[CH:33][CH:32]=1)[C@H:18](OS(C)(=O)=O)/[CH:19]=[CH:20]/[C:21]([O:23][CH3:24])=[O:22])=[O:15])([CH3:12])([CH3:11])[CH3:10].C(OC(N[C@@H](CC1C=CC=CC=1)[C@@H](OS(C)(=O)=O)/C=C/C(OC)=O)=O)(C)(C)C.CCCCCC>C(OCC)(=O)C>[C:9]([O:13][C:14]([NH:16][C@@H:17]([CH2:30][C:31]1[CH:32]=[CH:33][CH:34]=[CH:35][CH:36]=1)/[CH:18]=[CH:19]/[C@H:20]([CH:1]1[CH2:6][CH2:5][CH2:4][CH2:3][CH2:2]1)[C:21]([O:23][CH3:24])=[O:22])=[O:15])([CH3:12])([CH3:10])[CH3:11]. Procedure: Using the procedure of Example 8 but replacing benzylmagnesium chloride with cyclohexylmagnesium chloride (2.0M solution in ether) and replacing the resultant compound of Example 7 with the resultant compound of Example 14 provided, after chromatography on silica gel using 6:1 hexane:ethyl acetate, the desired compound (Rf 0.65, 2:1 hexane:ethyl acetate) in 82% yield. 1H NMR (CDCl3) δ 0.6-1.7 (br envelope, 11 H), 1.41 (s, 9 H), 2.69 (m, 1 H), 2.75 (dd, J=14, 7 Hz, 1 H), 2.89 (dd, J=14, 5 Hz, 1 H...